Dataset: the Open Reaction Database (ORD), a public repository of structured organic reaction records. Task: describe an organic reaction: reactants, conditions, products, and yield Reactants: O (water), C(C1=CC=CC=C1)(C1=CC=CC=C1)N1CC(C1)O (1-benzhydryl-3-hydroxyazetidine), C1(=CC=C(C=C1)S(=O)(=O)Cl)C (p-toluenesulfonyl chloride), CN(C)C1=NC=CC=C1 (dimethylaminopyridine). Solvent: N1=CC=CC=C1 (pyridine). Yields the product C(C1=CC=CC=C1)(C1=CC=CC=C1)N1CC(C1)OS(=O)(=O)C1=CC=C(C=C1)C (1-Benzhydryl-3-(p-toluenesulfonyloxy)azetidine). Isolated yield 73.2%. Reaction SMILES: [CH:1]([N:14]1[CH2:17][CH:16]([OH:18])[CH2:15]1)([C:8]1[CH:13]=[CH:12][CH:11]=[CH:10][CH:9]=1)[C:2]1[CH:7]=[CH:6][CH:5]=[CH:4][CH:3]=1.CN(C1C=CC=CN=1)C.[C:28]1([CH3:38])[CH:33]=[CH:32][C:31]([S:34](Cl)(=[O:36])=[O:35])=[CH:30][CH:29]=1.O>N1C=CC=CC=1>[CH:1]([N:14]1[CH2:17][CH:16]([O:18][S:34]([C:31]2[CH:32]=[CH:33][C:28]([CH3:38])=[CH:29][CH:30]=2)(=[O:36])=[O:35])[CH2:15]1)([C:8]1[CH:13]=[CH:12][CH:11]=[CH:10][CH:9]=1)[C:2]1[CH:3]=[CH:4][CH:5]=[CH:6][CH:7]=1. Reported procedure: To 2.39 g (10 mmol) of 1-benzhydryl-3-hydroxyazetidine dissolved in 20 ml of pyridine were added 1.46 g (12 mmol) of dimethylaminopyridine. Thereto was added 12.10 g (11 mmol) of p-toluenesulfonyl chloride at -40° C., followed by gradual increase in the temperature and subsequent 1 day of stirring at room temperature. This was mixed with 150 ml of water, extracted with chloroform (100 ml×3) and then dried over anhydrous sodium sulfate. After evaporation of the solvent, the resulting residue was ... The reactants are ClC=1OC=2C(N1)=C(C(=C(C2F)C2=CC=CC=C2)C)C#N (2-chloro-7-fluoro-5-methyl-6-phenyl-1,3-benzoxazole-4-cabonitrile), Cl.NCCCC(=O)OCC (ethyl 4-aminobutanoate hydrochloride), C(C)(C)N(CC)C(C)C (diisopropylethylamine). Solvent: ClCCl (dichloromethane). Run at time 15 hour. The product is C(#N)C1=C(C(=C(C2=C1N=C(O2)NCCCC(=O)OCC)F)C2=CC=CC=C2)C (Ethyl 4-[(4-cyano-7-fluoro-5-methyl-6-phenyl-1,3-benzoxazol-2-yl)amino]butanoate). Yield: 98.5%. RXN SMILES: Cl.[NH2:2][CH2:3][CH2:4][CH2:5][C:6]([O:8][CH2:9][CH3:10])=[O:7].C(N(C(C)C)CC)(C)C.Cl[C:21]1[O:22][C:23]2[C:24](=[C:26]([C:38]#[N:39])[C:27]([CH3:37])=[C:28]([C:31]3[CH:36]=[CH:35][CH:34]=[CH:33][CH:32]=3)[C:29]=2[F:30])[N:25]=1>ClCCl>[C:38]([C:26]1[C:24]2[N:25]=[C:21]([NH:2][CH2:3][CH2:4][CH2:5][C:6]([O:8][CH2:9][CH3:10])=[O:7])[O:22][C:23]=2[C:29]([F:30])=[C:28]([C:31]2[CH:32]=[CH:33][CH:34]=[CH:35][CH:36]=2)[C:27]=1[CH3:37])#[N:39] |f:0.1|. Procedure details: With cooling with ice, ethyl 4-aminobutanoate hydrochloride (149 mg, 0.892 mmol) and diisopropylethylamine (303 μl, 1.78 mmol) were added to a dichloromethane (7 ml) solution of 2-chloro-7-fluoro-5-methyl-6-phenyl-1,3-benzoxazole-4-cabonitrile (I-130) (213 mg, 0.743 mmol), followed by stirring at room temperature for 15 hours. The reaction liquid was concentrated under reduced pressure, ethyl acetate was added, followed by washing with saturated brine. After drying over anhydrous sodium sulfate,... Reactants: BrC=1C=C(C=CC1)CCCC(C)(O)C (5-(3-bromophenyl)-2-methyl-pentan-2-ol), BrC=1C=C(C=CC1)CCCC(C)(O)C (5-(3-bromophenyl)-2-methyl-pentan-2-ol), OS(=O)(=O)O (H2SO4). Solvent: O (water). Run at time 2.5 hour. The product is BrC=1C=C2CCCC(C2=CC1)(C)C (6-Bromo-1,2,3,4-tetrahydro-1,1-dimethylnaphthalene). Reaction SMILES: [Br:1][C:2]1[CH:3]=[C:4]([CH2:8][CH2:9][CH2:10][C:11]([CH3:14])(O)[CH3:12])[CH:5]=[CH:6][CH:7]=1.OS(O)(=O)=O>O>[Br:1][C:2]1[CH:3]=[C:4]2[C:5](=[CH:6][CH:7]=1)[C:11]([CH3:14])([CH3:12])[CH2:10][CH2:9][CH2:8]2. Procedure details: 15.0 g (58.3 mmol) of 5-(3-bromophenyl)-2-methyl-pentan-2-ol (Compound E) was cooled to 0° C. and then 2.8 ml of conc. H2SO4 was added. The mixture was stirred for 2.5 hours, diluted with water (20 ml) and extracted with Et2O (3×40 ml). The combined organic layers were washed with water, sat. aqueous NaHCO3 and brine, dried over MgSO4 and concentrated in vacuo. Purification by kugelrohr distillation gave the title compound as a colorless oil. Starting materials: ClC1=CC=C(CN(S(=O)(=O)C2=NN(C=C2)C)C2=CC=C3CCNC(C3=C2)=O)C=C1 (1-methyl-1H-pyrazole-3-sulfonic acid (4-chloro-benzyl)-(1-oxo-1,2,3,4-tetrahydro-isoquinolin-7-yl)-amide), [H-].[Na+] (sodium hydride), ICC (iodoethane). Run in C1CCOC1 (THF). Reaction conditions: temperature 110 celsius. Yields the product ClC1=CC=C(CN(S(=O)(=O)C2=NN(C=C2)C)C2=CC=C3CCN(C(C3=C2)=O)CC)C=C1 (1-Methyl-1H-pyrazole-3-sulfonic acid (4-chloro-benzyl)-(2-ethyl-1-oxo-1,2,3,4-tetrahydro-isoquinolin-7-yl)-amide). The yield is 23.7%. RXN SMILES: [Cl:1][C:2]1[CH:29]=[CH:28][C:5]([CH2:6][N:7]([C:17]2[CH:26]=[C:25]3[C:20]([CH2:21][CH2:22][NH:23][C:24]3=[O:27])=[CH:19][CH:18]=2)[S:8]([C:11]2[CH:15]=[CH:14][N:13]([CH3:16])[N:12]=2)(=[O:10])=[O:9])=[CH:4][CH:3]=1.[H-].[Na+].I[CH2:33][CH3:34]>C1COCC1>[Cl:1][C:2]1[CH:3]=[CH:4][C:5]([CH2:6][N:7]([C:17]2[CH:26]=[C:25]3[C:20]([CH2:21][CH2:22][N:23]([CH2:33][CH3:34])[C:24]3=[O:27])=[CH:19][CH:18]=2)[S:8]([C:11]2[CH:15]=[CH:14][N:13]([CH3:16])[N:12]=2)(=[O:9])=[O:10])=[CH:28][CH:29]=1 |f:1.2|. Reported procedure: To a suspension of 1-methyl-1H-pyrazole-3-sulfonic acid (4-chloro-benzyl)-(1-oxo-1,2,3,4-tetrahydro-isoquinolin-7-yl)-amide (20 mg, 0.046 mmol) and sodium hydride (3 mg, 0.055 mmol) in anhydrous THF (1 ml) was added iodoethane (8 μl, 0.055 mmol) and the reaction heated to 110° C. in a microwave for 0.5 h. The solvent was evaporated in vacuo and the resulting residue purified by preparative HPLC (Method B) to yield the title compound as a colourless solid (5 mg, 24%). HPLC retention time 4.34 min...